Dataset: the Open Reaction Database (ORD), a public repository of structured organic reaction records. Task: describe an organic reaction: reactants, conditions, products, and yield Starting materials: C(C)(C)NC(C)C (diisopropylamine), [Li]CCCC (n-BuLi), CC1N(C2C(CC1(C(C2)C)C)C(=O)OCC)CC2=CC=CC=C2 (ethyl 3,4,8-trimethyl-2-(phenylmethyl)-2-azabicyclo[2.2.2]octane-6-carboxylate), ClC(=O)OCC (ethyl chloroformate). Solvent: C1CCOC1 (THF), C1CCOC1 (THF), C1CCOC1 (THF). Reaction conditions: temperature -78 celsius, time 30 minute. The product is CC1N(C2C(CC1(C(C2)C)C)(C(=O)OCC)C(=O)OCC)CC2=CC=CC=C2 (diethyl 3,4,8-trimethyl-2-(phenylmethyl)-2-azabicyclo-[ 2.2.2]octane-6.6-dicarboxylate). Isolated yield 97.5%. As a reaction SMILES: C(NC(C)C)(C)C.[Li]CCCC.[CH3:13][CH:14]1[C:19]2([CH3:23])[CH:20]([CH3:22])[CH2:21][CH:16]([CH:17]([C:24]([O:26][CH2:27][CH3:28])=[O:25])[CH2:18]2)[N:15]1[CH2:29][C:30]1[CH:35]=[CH:34][CH:33]=[CH:32][CH:31]=1.Cl[C:37]([O:39][CH2:40][CH3:41])=[O:38]>C1COCC1>[CH3:13][CH:14]1[C:19]2([CH3:23])[CH:20]([CH3:22])[CH2:21][CH:16]([C:17]([C:37]([O:39][CH2:40][CH3:41])=[O:38])([C:24]([O:26][CH2:27][CH3:28])=[O:25])[CH2:18]2)[N:15]1[CH2:29][C:30]1[CH:31]=[CH:32][CH:33]=[CH:34][CH:35]=1. Reported procedure: To a solution of diisopropylamine (13.2 mL, 94 mmol) in THF (175 mL) at -60° C. under nitrogen was added n-BuLi (36.2 mL, 94 mmol, 2.6 M hexane). The mixture was stirred for 30 minutes, cooled to -78° C. and ethyl 3,4,8-trimethyl-2-(phenylmethyl)-2-azabicyclo[2.2.2]octane-6-carboxylate (26.8 g, 85 mmol) in THF (225 mL) was added. The mixture was stirred for 3 hours, then ethyl chloroformate (8.96 mL, 94 mmol) in THF (20 mL) was added dropwise. The mixture was stirred for 24 hours, quenched with ... The reactants are CC1=CC=C2C(=CC(=NC2=C1)C(=O)OC)O (7-methyl-4-hydroxy-2-methoxycarbonylquinoline), [Li+].[OH-] (LiOH). Run in O (water), CO (MeOH). Conditions: time 2 hour. The product is CC1=CC=C2C(=CC(=NC2=C1)C(=O)O)O (7-methyl-4-hydroxy-2-carboxyquinoline). Yield: 98.0%. Reaction SMILES: [CH3:1][C:2]1[CH:11]=[C:10]2[C:5]([C:6]([OH:16])=[CH:7][C:8]([C:12]([O:14]C)=[O:13])=[N:9]2)=[CH:4][CH:3]=1.[Li+].[OH-]>CO.O>[CH3:1][C:2]1[CH:11]=[C:10]2[C:5]([C:6]([OH:16])=[CH:7][C:8]([C:12]([OH:14])=[O:13])=[N:9]2)=[CH:4][CH:3]=1 |f:1.2|. Procedure details: 7-methyl-4-hydroxy-2-methoxycarbonylquinoline (6.45 g, 30.14 mmol) was suspended in MeOH (150 mL) and water (100 mL), and LiOH (3.08 g, 75.5 mmol) was added and stirred at ambient temperature for 2 hours. The methanol was evaporated in vacuo and residue was crystallized by addition of 2N hydrochloric acid. The resulting solid was filtered, washed with water and dried to afford 7-methyl-4-hydroxy-2-carboxyquinoline (6.0 g, 98%), NMR (DMSO-d6) 2.40 (s, 3), 6.68 (s, 1), 7.22 (d, 1), 7.68 (s, 1), 7.... Starting materials: B, O=C(O)CC1=C(n2nc(-c3c(-c4ccccc4)nn4ccccc34)ccc2=O)CCCC1, Cl, C1CCOC1, C1CCOC1. Yields the product O=c1ccc(-c2c(-c3ccccc3)nn3ccccc23)nn1C1=C(CCO)CCCC1. As a reaction SMILES: [BH3:38].[C:1](=[O:2])([OH:3])[CH2:4][C:5]1=[C:6]([n:11]2[n:12][c:13](-[c:18]3[c:19](-[c:27]4[cH:28][cH:29][cH:30][cH:31][cH:32]4)[n:20][n:21]4[c:22]3[cH:23][cH:24][cH:25][cH:26]4)[cH:14][cH:15][c:16]2=[O:17])[CH2:7][CH2:8][CH2:9][CH2:10]1.[ClH:39].[O:33]1[CH2:34][CH2:35][CH2:36][CH2:37]1.[O:40]1[CH2:41][CH2:42][CH2:43][CH2:44]1>>[CH2:1]([OH:2])[CH2:4][C:5]1=[C:6]([n:11]2[n:12][c:13](-[c:18]3[c:19](-[c:27]4[cH:28][cH:29][cH:30][cH:31][cH:32]4)[n:20][n:21]4[c:22]3[cH:23][cH:24][cH:25][cH:26]4)[cH:14][cH:15][c:16]2=[O:17])[CH2:7][CH2:8][CH2:9][CH2:10]1. Reactants: O=C=Nc1ccc(OCc2ccccc2)cc1, Cl, CN1CCCCC1=N, c1ccccc1. Product: CN1CCCCC1=NC(=O)Nc1ccc(OCc2ccccc2)cc1. Reaction SMILES: [CH2:10]([c:11]1[cH:12][cH:13][cH:14][cH:15][cH:16]1)[O:17][c:18]1[cH:19][cH:20][c:21]([N:24]=[C:25]=[O:26])[cH:22][cH:23]1.[ClH:1].[NH:2]=[C:3]1[N:4]([CH3:9])[CH2:5][CH2:6][CH2:7][CH2:8]1.[cH:27]1[cH:28][cH:29][cH:30][cH:31][cH:32]1>>[N:2](=[C:3]1[N:4]([CH3:9])[CH2:5][CH2:6][CH2:7][CH2:8]1)[C:25]([NH:24][c:21]1[cH:20][cH:19][c:18]([O:17][CH2:10][c:11]2[cH:12][cH:13][cH:14][cH:15][cH:16]2)[cH:23][cH:22]1)=[O:26]. The reactants are O=C1CCC(=O)N1Cl, Cl, COC(=O)C(Cc1ccccc1C(F)(F)F)S(=O)(=O)CCC(F)(F)F, [H-], [Na+], C1CCOC1. Yields the product COC(=O)C(Cl)(Cc1ccccc1C(F)(F)F)S(=O)(=O)CCC(F)(F)F. RXN SMILES: [Cl:28][N:29]1[C:30](=[O:31])[CH2:32][CH2:33][C:34]1=[O:35].[ClH:36].[F:3][C:4]([c:5]1[c:6]([CH2:11][CH:12]([C:13](=[O:14])[O:15][CH3:16])[S:17](=[O:18])(=[O:19])[CH2:20][CH2:21][C:22]([F:23])([F:24])[F:25])[cH:7][cH:8][cH:9][cH:10]1)([F:26])[F:27].[H-:1].[Na+:2].[O:37]1[CH2:38][CH2:39][CH2:40][CH2:41]1>>[F:3][C:4]([c:5]1[c:6]([CH2:11][C:12]([C:13](=[O:14])[O:15][CH3:16])([S:17](=[O:18])(=[O:19])[CH2:20][CH2:21][C:22]([F:23])([F:24])[F:25])[Cl:28])[cH:7][cH:8][cH:9][cH:10]1)([F:26])[F:27]. Reactants: BrC=1C=C2C(=NC1)OC1=CC=C(C=C1[C@]21N=C(SC1)NC(OC(C)(C)C)=O)I ((S)-tert-butyl 3-bromo-7-iodo-5′H-spiro[chromeno[2,3-b]pyridine-5,4′-thiazole]-2′-ylcarbamate), O.[F-].C(CCC)[N+](CCCC)(CCCC)CCCC (tetrabutylammonium fluoride hydrate), C[Si](C#CC1(COC1)C)(C)C (trimethyl((3-methyloxetan-3-yl)ethynyl)silane), C1CCOC1 (THF). Reagents/catalysts: C=1C=CC(=CC1)[P](C=2C=CC=CC2)(C=3C=CC=CC3)[Pd]([P](C=4C=CC=CC4)(C=5C=CC=CC5)C=6C=CC=CC6)([P](C=7C=CC=CC7)(C=8C=CC=CC8)C=9C=CC=CC9)[P](C=1C=CC=CC1)(C=1C=CC=CC1)C=1C=CC=CC1 (tetrakis(triphenylphosphine)palladium), [Cu]I (copper(I) iodide). Run in CCOC(=O)C (EtOAc). Run at temperature 60 celsius, time 30 minute. The product is BrC=1C=C2C(=NC1)OC1=CC=C(C=C1[C@]21N=C(SC1)NC(OC(C)(C)C)=O)C#CC1(COC1)C ((S)-tert-butyl 3-bromo-7-((3-methyloxetan-3-yl)ethynyl)-5′H-spiro[chromeno[2,3-b]pyridine-5,4′-thiazole]-2′-ylcarbamate). Isolated yield 88.8%. Reaction SMILES: [Br:1][C:2]1[CH:3]=[C:4]2[C@:15]3([CH2:19][S:18][C:17]([NH:20][C:21](=[O:27])[O:22][C:23]([CH3:26])([CH3:25])[CH3:24])=[N:16]3)[C:14]3[C:9](=[CH:10][CH:11]=[C:12](I)[CH:13]=3)[O:8][C:5]2=[N:6][CH:7]=1.O.[F-].C([N+](CCCC)(CCCC)CCCC)CCC.C1COCC1.C[Si](C)(C)[C:55]#[C:56][C:57]1([CH3:61])[CH2:60][O:59][CH2:58]1>CCOC(C)=O.C1C=CC([P]([Pd]([P](C2C=CC=CC=2)(C2C=CC=CC=2)C2C=CC=CC=2)([P](C2C=CC=CC=2)(C2C=CC=CC=2)C2C=CC=CC=2)[P](C2C=CC=CC=2)(C2C=CC=CC=2)C2C=CC=CC=2)(C2C=CC=CC=2)C2C=CC=CC=2)=CC=1.[Cu]I>[Br:1][C:2]1[CH:3]=[C:4]2[C@:15]3([CH2:19][S:18][C:17]([NH:20][C:21](=[O:27])[O:22][C:23]([CH3:26])([CH3:25])[CH3:24])=[N:16]3)[C:14]3[C:9](=[CH:10][CH:11]=[C:12]([C:55]#[C:56][C:57]4([CH3:61])[CH2:60][O:59][CH2:58]4)[CH:13]=3)[O:8][C:5]2=[N:6][CH:7]=1 |f:1.2.3,^1:73,75,94,113|. Reported procedure: A vial was charged with (S)-tert-butyl 3-bromo-7-iodo-5′H-spiro[chromeno[2,3-b]pyridine-5,4′-thiazole]-2′-ylcarbamate (0.194 g, 0.338 mmol), tetrakis(triphenylphosphine)palladium (0.039 g, 0.034 mmol), tetrabutylammonium fluoride hydrate (0.41 g, 1.689 mmol), and copper(I) iodide (6.43 mg, 0.034 mmol). Added THF (1.7 mL) followed by trimethyl((3-methyloxetan-3-yl)ethynyl)silane (0.10 mL, 0.51 mmol). The reaction was stirred at 60° C. for 30 min, then diluted with EtOAc and washed with water. The... Reactants: N1C(=NC2=C1C=CC=C2)SCC2=C(C=CC(=C2)C)N (2-[(1H-Benzimidazol-2-ylthio)methyl]-4-methylbenzenamine), C(C)OCC (diethyl ether), C(Cl)(Cl)Cl (chloroform). Run in ClCCCl (1,2-dichloroethane). Product: N1C(=NC2=C1C=CC=C2)S(=O)CC2=C(C=CC(=C2)C)N (2-[(1H-Benzimidazol-2-ylsulfinyl)methyl]-4-methylbenzenamine). As a reaction SMILES: [NH:1]1[C:5]2[CH:6]=[CH:7][CH:8]=[CH:9][C:4]=2[N:3]=[C:2]1[S:10][CH2:11][C:12]1[CH:17]=[C:16]([CH3:18])[CH:15]=[CH:14][C:13]=1[NH2:19].C(Cl)(Cl)Cl.C([O:26]CC)C>ClCCCl>[NH:1]1[C:5]2[CH:6]=[CH:7][CH:8]=[CH:9][C:4]=2[N:3]=[C:2]1[S:10]([CH2:11][C:12]1[CH:17]=[C:16]([CH3:18])[CH:15]=[CH:14][C:13]=1[NH2:19])=[O:26]. Procedure details: The title compound was prepared by the method of Example 3 using 2.63 g of the title product of Example 25 instead of the title product of Example 2 and using 1,2-dichloroethane as solvent instead of chloroform. Trituration with diethyl ether gave 3.0 g of the title compound. Analysis. Calc'd. for C15H15N3OS: C, 63.14; H, 5.30; N, 14.73; S, 11.23. Found: C, 61.44; H, 4.98; N, 14.35; S, 11.10.